describe an organic reaction: reactants, conditions, products, and yield From a dataset of the Open Reaction Database (ORD), a public repository of structured organic reaction records. The reactants are Cc1cc(C)c(Br)c(C)c1, [Li]C(C)(C)C, C1CCOC1, COc1cccnc1, CCCCC, O=C1Nc2ccc(Cl)cc2C1=O. Yields the product COc1cnccc1C1(O)C(=O)Nc2ccc(Cl)cc21. Reaction SMILES: [Br:6][c:7]1[c:8]([CH3:9])[cH:10][c:11]([CH3:12])[cH:13][c:14]1[CH3:15].[C:1]([Li:2])([CH3:3])([CH3:4])[CH3:5].[CH2:41]1[O:42][CH2:43][CH2:44][CH2:45]1.[CH3:16][O:17][c:18]1[cH:19][n:20][cH:21][cH:22][cH:23]1.[CH3:36][CH2:37][CH2:38][CH2:39][CH3:40].[Cl:24][c:25]1[cH:26][c:27]2[c:31]([cH:32][cH:33]1)[NH:30][C:29](=[O:34])[C:28]2=[O:35]>>[CH3:16][O:17][c:18]1[cH:19][n:20][cH:21][cH:22][c:23]1[C:28]1([OH:35])[c:27]2[cH:26][c:25]([Cl:24])[cH:33][cH:32][c:31]2[NH:30][C:29]1=[O:34]. Starting materials: C(N)(=N)C1=CC=C(C=C1)C1=NC2=C(N1CCCCC1=CC=CC=C1)C=CC(=C2)C(=O)NCCC(=O)OC (2-(4-amidino-phenyl)-5-[(2-methoxycarbonyl-ethyl)-aminocarbonyl]-1-(4-phenyl-butyl)-benzimidazole), C(C)P(=O)(CC)C#N (diethylphosphorylcyanide). Solvent: CN(C=O)C (dimethylformamide). The product is C(C)P(=O)(CC)NC(=N)C1=CC=C(C=C1)C1=NC2=C(N1CCCCC1=CC=CC=C1)C=CC(=C2)C(=O)NCCC(=O)OC (2-(4-Diethylphosphorylamidino-phenyl)-5-[(2-methoxycarbonyl-ethyl)-aminocarbonyl]-1-(4-phenyl-butyl)-benzimidazole). RXN SMILES: [C:1]([C:4]1[CH:9]=[CH:8][C:7]([C:10]2[N:14]([CH2:15][CH2:16][CH2:17][CH2:18][C:19]3[CH:24]=[CH:23][CH:22]=[CH:21][CH:20]=3)[C:13]3[CH:25]=[CH:26][C:27]([C:29]([NH:31][CH2:32][CH2:33][C:34]([O:36][CH3:37])=[O:35])=[O:30])=[CH:28][C:12]=3[N:11]=2)=[CH:6][CH:5]=1)(=[NH:3])[NH2:2].[CH2:38]([P:40](C#N)([CH2:42][CH3:43])=[O:41])[CH3:39]>CN(C)C=O>[CH2:38]([P:40]([NH:3][C:1]([C:4]1[CH:5]=[CH:6][C:7]([C:10]2[N:14]([CH2:15][CH2:16][CH2:17][CH2:18][C:19]3[CH:24]=[CH:23][CH:22]=[CH:21][CH:20]=3)[C:13]3[CH:25]=[CH:26][C:27]([C:29]([NH:31][CH2:32][CH2:33][C:34]([O:36][CH3:37])=[O:35])=[O:30])=[CH:28][C:12]=3[N:11]=2)=[CH:8][CH:9]=1)=[NH:2])([CH2:42][CH3:43])=[O:41])[CH3:39]. Procedure: Prepared by reacting 2-(4-amidino-phenyl)-5-[(2-methoxycarbonyl-ethyl)-aminocarbonyl]-1-(4-phenyl-butyl)-benzimidazole with diethylphosphorylcyanide in dimethylformamide.